Task: describe an organic reaction: reactants, conditions, products, and yield. Dataset: the Open Reaction Database (ORD), a public repository of structured organic reaction records The solvent is CCOCC (ether). RXN SMILES: [Cl:1][C:2]1[CH:3]=[C:4]([C:16]([NH:19][C:20](C2C=CC=CC=2)(C2C=CC=CC=2)[C:21]2[CH:26]=CC=CC=2)=[CH:17][CH:18]=1)[C:5]([OH:15])([C:10]#[C:11][CH:12]1[CH2:14][CH2:13]1)[C:6]([F:9])([F:8])[F:7].N1C=CC=CC=1.BrC(C)C(Br)=[O:48]>CCOCC>[Cl:1][C:2]1[CH:18]=[CH:17][C:16]2[NH:19][C:20](=[O:48])[C@H:21]([CH3:26])[O:15][C@:5](/[CH:10]=[CH:11]/[CH:12]3[CH2:14][CH2:13]3)([C:6]([F:9])([F:8])[F:7])[C:4]=2[CH:3]=1. Reaction conditions: time 30 minute. Procedure details: To a stirred ice-cooled solution of 987 mg of trans-6-amino-3-chloro-α-cyclopropyletheayl-α-(trifluoromethyl)benzyl alcohol (from Example 5, Part B) in 50 mL of dry ether was added 0.350 mL of dry pyridine aid 1.66 g of α-bromopropionyl bromide. The cooling bath was removed and then after 30 min at ambient temperature, the reacation mixture was diluted with ether, washed with water and aqueous sodium bicarbonate, dried and evaporated. The residte was dissolved in 50 mL of dry DMF, 2.35 g of lith... Reactants: N1=CC=CC=C1 (pyridine), BrC(C(=O)Br)C (α-bromopropionyl bromide), ice, ClC=1C=C(C(C(F)(F)F)(C#CC2CC2)O)C(=CC1)NC(C1=CC=CC=C1)(C1=CC=CC=C1)C1=CC=CC=C1 (3-Chloro-6-(triphenylmethyl)amino-α-cyclopropylethynyl-α-(trifluoromethyl)benzyl alcohol). Product: ClC=1C=CC2=C([C@](O[C@H](C(N2)=O)C)(C(F)(F)F)\C=C\C2CC2)C1 (rel-(3S,5S)-trans-7-Chloro-5-(2-cyclopropylethenyl)-1,5-dihydro-3-methyl-5-(trifluoromethyl)-4,1-benzoxazepin-2(3H)-one), ethyl acetate hexanes.